This data is from the Open Reaction Database (ORD), a public repository of structured organic reaction records. The task is: describe an organic reaction: reactants, conditions, products, and yield Starting materials: COC(=O)COc1cccc(N)c1, COc1ccc(-c2oc3ncnc(Cl)c3c2-c2ccc(OC)cc2)cc1, ClCCl. The product is COC(=O)COc1cccc(Nc2ncnc3oc(-c4ccc(OC)cc4)c(-c4ccc(OC)cc4)c23)c1. RXN SMILES: [CH3:27][O:28][C:29]([CH2:30][O:31][c:32]1[cH:33][c:34]([NH2:38])[cH:35][cH:36][cH:37]1)=[O:39].[Cl:1][c:2]1[c:3]2[c:4]([n:5][cH:6][n:7]1)[o:8][c:9](-[c:19]1[cH:20][cH:21][c:22]([O:25][CH3:26])[cH:23][cH:24]1)[c:10]2-[c:11]1[cH:12][cH:13][c:14]([O:17][CH3:18])[cH:15][cH:16]1.[Cl:40][CH2:41][Cl:42]>>[c:2]1([NH:38][c:34]2[cH:33][c:32]([O:31][CH2:30][C:29]([O:28][CH3:27])=[O:39])[cH:37][cH:36][cH:35]2)[c:3]2[c:4]([n:5][cH:6][n:7]1)[o:8][c:9](-[c:19]1[cH:20][cH:21][c:22]([O:25][CH3:26])[cH:23][cH:24]1)[c:10]2-[c:11]1[cH:12][cH:13][c:14]([O:17][CH3:18])[cH:15][cH:16]1. Starting materials: C(C1=CC=CC=C1)(=O)NC=1C=2N=CN([C@H]3C[C@H](O)[C@@H](CO)O3)C2N=C(N1)Cl (N6-benzoyl-2-chloro-2′-deoxyadenosine), C(C1=CC=CC=C1)(=O)NC=1C=2N=CN([C@H]3C[C@H](O)[C@@H](CO)O3)C2N=C(N1)Cl (N6-benzoyl-2-chloro-2′-deoxyadenosine), C(C1=CC=C(OC)C=C1)(C1=CC=C(OC)C=C1)(C1=CC=CC=C1)Cl (DMTCl), TEA. The solvent is N1=CC=CC=C1 (pyridine). Product: COC1=CC=C(C(C2=CC=C(C=C2)OC)(C2=CC=CC=C2)OC[C@@H]2[C@H](C[C@@H](O2)N2C=NC=3C(NC(C4=CC=CC=C4)=O)=NC(=NC23)Cl)O)C=C1 (5′-O- (4,4′-dimethoxytrityl)-N6-benzoyl-2-chloro-2′-deoxyadenosine). Reaction SMILES: [C:1]([NH:9][C:10]1[C:11]2[N:12]=[CH:13][N:14]([C:23]=2[N:24]=[C:25]([Cl:27])[N:26]=1)[C@@H:15]1[O:22][C@H:19]([CH2:20][OH:21])[C@@H:17]([OH:18])[CH2:16]1)(=[O:8])[C:2]1[CH:7]=[CH:6][CH:5]=[CH:4][CH:3]=1.[C:28](Cl)([C:45]1[CH:50]=[CH:49][CH:48]=[CH:47][CH:46]=1)([C:37]1[CH:44]=[CH:43][C:40]([O:41][CH3:42])=[CH:39][CH:38]=1)[C:29]1[CH:36]=[CH:35][C:32]([O:33][CH3:34])=[CH:31][CH:30]=1>N1C=CC=CC=1>[CH3:42][O:41][C:40]1[CH:39]=[CH:38][C:37]([C:28]([O:21][CH2:20][C@H:19]2[O:22][C@@H:15]([N:14]3[C:23]4[N:24]=[C:25]([Cl:27])[N:26]=[C:10]([NH:9][C:1](=[O:8])[C:2]5[CH:7]=[CH:6][CH:5]=[CH:4][CH:3]=5)[C:11]=4[N:12]=[CH:13]3)[CH2:16][C@@H:17]2[OH:18])([C:45]2[CH:46]=[CH:47][CH:48]=[CH:49][CH:50]=2)[C:29]2[CH:36]=[CH:35][C:32]([O:33][CH3:34])=[CH:31][CH:30]=2)=[CH:44][CH:43]=1. Procedure details: Compound 123 was prepared from compound 122 as per the procedure of example 107 using compound 122 (2.5 g, 6.43 mmol), DMTCl (2.37 g, 7 mmol), dry TEA (0.71 g, 7 mmol) and dry pyridine (100 ml). The crude product was purified by flash chromatography using methylene chloride→ethyl acetate containing 18 TEA as the eluent to give 3 g (68%) of pure 123 as a foam. Starting materials: NC=1SC(=CN1)C=O (2-aminothiazole-5-carboxaldehyde), C(=O)([O-])[O-].[K+].[K+] (K2CO3), Cl.ClCCN(C)CCCl (2-chloro-N-(2-chloroethyl)-N-methylethanamine hydrochloride). The solvent is CN(C)C=O (DMF). Run at temperature 90 celsius, time 1 hour. Yields the product CN1CCN(CC1)C=1SC(=CN1)C=O (2-(4-methylpiperazin-1-yl)thiazole-5-carboxaldehyde). Yield: 50.9%. RXN SMILES: [NH2:1][C:2]1[S:3][C:4]([CH:7]=[O:8])=[CH:5][N:6]=1.C([O-])([O-])=O.[K+].[K+].Cl.Cl[CH2:17][CH2:18][N:19]([CH2:21][CH2:22]Cl)[CH3:20]>CN(C=O)C>[CH3:20][N:19]1[CH2:21][CH2:22][N:1]([C:2]2[S:3][C:4]([CH:7]=[O:8])=[CH:5][N:6]=2)[CH2:17][CH2:18]1 |f:1.2.3,4.5|. Reported procedure: In a 25 ml flask are added 0.5 g of 2-aminothiazole-5-carboxaldehyde, 1.35 g of K2CO3 in 5 ml of DMF. After dissolution, 0.901 g of 2-chloro-N-(2-chloroethyl)-N-methylethanamine hydrochloride are added. The mixture is left at room temperature for 1 h then heated to 90° C. for 5 h. Next, the mixture is evaporated, dissolved in 100 ml of water, and the aqueous phase is extracted three times with ethyl acetate. The organic phases are combined, washed with sodium chloride saturated solution, dried o... Reactants: O1CC1CCC1=C(C=CC=C1)C1=CC=CC=C1 (1,2-epoxy-4-(1,1'-biphenyl-2-yl)butane), C(C)(C)N (isopropylamine). Product: C(C)(C)NCC(CCC1=C(C=CC=C1)C1=CC=CC=C1)O (N-isopropyl-2-hydroxy-4-(1,1'-biphenyl-2-yl)butylamine). RXN SMILES: [O:1]1[CH:3]([CH2:4][CH2:5][C:6]2[CH:11]=[CH:10][CH:9]=[CH:8][C:7]=2[C:12]2[CH:17]=[CH:16][CH:15]=[CH:14][CH:13]=2)[CH2:2]1.[CH:18]([NH2:21])([CH3:20])[CH3:19]>>[CH:18]([NH:21][CH2:2][CH:3]([OH:1])[CH2:4][CH2:5][C:6]1[CH:11]=[CH:10][CH:9]=[CH:8][C:7]=1[C:12]1[CH:17]=[CH:16][CH:15]=[CH:14][CH:13]=1)([CH3:20])[CH3:19]. Procedure details: Following a precedure similar to that of Example 32, 1,2-epoxy-4-(1,1'-biphenyl-2-yl)butane was reacted with isopropylamine to provide N-isopropyl-2-hydroxy-4-(1,1'-biphenyl-2-yl)butylamine. The amine base so formed was reacted with hydrogen chloride to provide N-isopropyl-2-hydroxy-4-(1,1'-biphenyl-2-yl)butylaminium chloride. M.P. 153°-154° C. Starting materials: CNC1CCC(OCCCCBr)CC1, Cl, O=[N+]([O-])c1ccc(S(=O)(=O)Cl)cc1. Product: CN(C1CCC(OCCCCBr)CC1)S(=O)(=O)c1ccc([N+](=O)[O-])cc1. As a reaction SMILES: [Br:2][CH2:3][CH2:4][CH2:5][CH2:6][O:7][CH:8]1[CH2:9][CH2:10][CH:11]([NH:14][CH3:15])[CH2:12][CH2:13]1.[ClH:1].[N+:16](=[O:17])([O-:18])[c:19]1[cH:20][cH:21][c:22]([S:25](=[O:26])(=[O:27])[Cl:28])[cH:23][cH:24]1>>[Br:2][CH2:3][CH2:4][CH2:5][CH2:6][O:7][CH:8]1[CH2:9][CH2:10][CH:11]([N:14]([CH3:15])[S:25]([c:22]2[cH:21][cH:20][c:19]([N+:16](=[O:17])[O-:18])[cH:24][cH:23]2)(=[O:26])=[O:27])[CH2:12][CH2:13]1. Starting materials: OC[C@H](CC(C)C)NC(=O)C1=NC(=C(N=C1)N1CCCC1)OCCC (6-Propoxy-5-pyrrolidin-1-yl-pyrazine-2-carboxylic acid ((S)-1-hydroxymethyl-3-methyl-butyl)-amide), title compounds, C1(CCCC1)COC1=C(N=CC(=N1)C(=O)O)N1CCC(CC1)(F)F (6-cyclopentylmethoxy-5-(4,4-difluoro-piperidin-1-yl)-pyrazine-2-carboxylic acid), COC([C@@H](N)CC(C)C)=O ((S)-leucine methyl ester). Product: COC([C@H](CC(C)C)NC(=O)C1=NC(=C(N=C1)N1CCC(CC1)(F)F)OCC1CCCC1)=O ((S)-2-{[6-Cyclopentylmethoxy-5-(4,4-difluoro-piperidin-1-yl)-pyrazine-2-carbonyl]-amino}-4-methyl-pentanoic acid methyl ester). RXN SMILES: OC[C@@H](NC(C1C=NC(N2CCCC2)=C(OCCC)N=1)=O)CC(C)C.[CH:26]1([CH2:31][O:32][C:33]2[N:38]=[C:37]([C:39](O)=[O:40])[CH:36]=[N:35][C:34]=2[N:42]2[CH2:47][CH2:46][C:45]([F:49])([F:48])[CH2:44][CH2:43]2)[CH2:30][CH2:29][CH2:28][CH2:27]1.[CH3:50][O:51][C:52](=[O:59])[C@H:53]([CH2:55][CH:56]([CH3:58])[CH3:57])[NH2:54]>>[CH3:50][O:51][C:52](=[O:59])[C@@H:53]([NH:54][C:39]([C:37]1[CH:36]=[N:35][C:34]([N:42]2[CH2:47][CH2:46][C:45]([F:48])([F:49])[CH2:44][CH2:43]2)=[C:33]([O:32][CH2:31][CH:26]2[CH2:30][CH2:29][CH2:28][CH2:27]2)[N:38]=1)=[O:40])[CH2:55][CH:56]([CH3:58])[CH3:57]. Reported procedure: In analogy to the procedure described for the synthesis of 6-propoxy-5-pyrrolidin-1-yl-pyrazine-2-carboxylic acid ((S)-1-hydroxymethyl-3-methyl-butyl)-amide (example 10, step d) the title compounds was prepared from 6-cyclopentylmethoxy-5-(4,4-difluoro-piperidin-1-yl)-pyrazine-2-carboxylic acid and (S)-leucine methyl ester (commercially available). m/z (ES+): 469.1 (M+H). Reactants: C(CCC)C=1N(C(=C(N1)C(C(C)C)=O)C#N)CC1=CC=C(C=C1)C1=C(C=CC=C1)C1=NN=NN1C(C1=CC=CC=C1)(C1=CC=CC=C1)C1=CC=CC=C1 (2-butyl-4-isobutyryl-1-{4-[2-(trityltetrazol-5-yl)phenyl]phenyl}methylimidazole-5-carbonitrile), [BH4-].[Na+] (sodium borohydride). Yields the product C(CCC)C=1N(C(=C(N1)C(C(C)C)O)C#N)CC1=CC=C(C=C1)C1=C(C=CC=C1)C1=NN=NN1C(C1=CC=CC=C1)(C1=CC=CC=C1)C1=CC=CC=C1 (2-Butyl-4-(1-hydroxy-2-methylpropyl)-1-{4-[2-(trityltetrazol-5-yl)phenyl]phenyl}methylimidazole-5-carbonitrile). Isolated yield 83.8%. As a reaction SMILES: [CH2:1]([C:5]1[N:6]([CH2:17][C:18]2[CH:23]=[CH:22][C:21]([C:24]3[CH:29]=[CH:28][CH:27]=[CH:26][C:25]=3[C:30]3[N:34]([C:35]([C:48]4[CH:53]=[CH:52][CH:51]=[CH:50][CH:49]=4)([C:42]4[CH:47]=[CH:46][CH:45]=[CH:44][CH:43]=4)[C:36]4[CH:41]=[CH:40][CH:39]=[CH:38][CH:37]=4)[N:33]=[N:32][N:31]=3)=[CH:20][CH:19]=2)[C:7]([C:15]#[N:16])=[C:8]([C:10](=[O:14])[CH:11]([CH3:13])[CH3:12])[N:9]=1)[CH2:2][CH2:3][CH3:4].[BH4-].[Na+]>>[CH2:1]([C:5]1[N:6]([CH2:17][C:18]2[CH:23]=[CH:22][C:21]([C:24]3[CH:29]=[CH:28][CH:27]=[CH:26][C:25]=3[C:30]3[N:34]([C:35]([C:36]4[CH:37]=[CH:38][CH:39]=[CH:40][CH:41]=4)([C:48]4[CH:53]=[CH:52][CH:51]=[CH:50][CH:49]=4)[C:42]4[CH:43]=[CH:44][CH:45]=[CH:46][CH:47]=4)[N:33]=[N:32][N:31]=3)=[CH:20][CH:19]=2)[C:7]([C:15]#[N:16])=[C:8]([CH:10]([OH:14])[CH:11]([CH3:12])[CH3:13])[N:9]=1)[CH2:2][CH2:3][CH3:4] |f:1.2|. Reported procedure: Following a procedure similar to that described in Example 74(b), but using 2.00 g of 2-butyl-4-isobutyryl-1-{4-[2-(trityltetrazol-5-yl)phenyl]phenyl}methylimidazole-5-carbonitrile [prepared as described in step (a) above] and 0.22 g of sodium borohydride, 1.68 g of the title compound was obtained as crystals, melting at 127°-128° C. Reactants: COc1ccc(C2=NN(CCCCCN3C(=O)c4ccccc4C3=O)C(=O)C3CC=CCC23)cc1OC, CCOCC. The product is COc1ccc(C2=NN(CCCCCN)C(=O)C3CC=CCC23)cc1OC. As a reaction SMILES: [CH3:1][O:2][c:3]1[cH:4][c:5]([C:11]2=[N:12][N:13]([CH2:22][CH2:23][CH2:24][CH2:25][CH2:26][N:27]3[C:28](=[O:29])[c:30]4[cH:31][cH:32][cH:33][cH:34][c:35]4[C:36]3=[O:37])[C:14](=[O:21])[CH:15]3[CH2:16][CH:17]=[CH:18][CH2:19][CH:20]23)[cH:6][cH:7][c:8]1[O:9][CH3:10].[CH3:38][CH2:39][O:40][CH2:41][CH3:42]>>[CH3:1][O:2][c:3]1[cH:4][c:5]([C:11]2=[N:12][N:13]([CH2:22][CH2:23][CH2:24][CH2:25][CH2:26][NH2:27])[C:14](=[O:21])[CH:15]3[CH2:16][CH:17]=[CH:18][CH2:19][CH:20]23)[cH:6][cH:7][c:8]1[O:9][CH3:10]. Starting materials: BrC=1C=CC(=NC1)NCC(=O)OC (5-bromo-2-(methoxycarbonylmethyl)aminopyridine), ClC1=C2C(=CN(C2=CC=C1)C)C=O (4-chloro-1-methyl-1H-indole-3-carboxaldehyde), CN1C(=C(C2=CC=CC=C12)C)C=O (1,3-dimethyl-1H-indole-2-carboxaldehyde). Product: ClC1=C2C(=CN(C2=CC=C1)C)CNC (4-Chloro-1-methyl-3-(methylaminomethyl)-1H-indole). The yield is 78.0%. RXN SMILES: BrC1C=C[C:5](NCC(OC)=O)=[N:6]C=1.[Cl:14][C:15]1[CH:23]=[CH:22][CH:21]=[C:20]2[C:16]=1[C:17]([CH:25]=O)=[CH:18][N:19]2[CH3:24].CN1C2C(=CC=CC=2)C(C)=C1C=O>>[Cl:14][C:15]1[CH:23]=[CH:22][CH:21]=[C:20]2[C:16]=1[C:17]([CH2:25][NH:6][CH3:5])=[CH:18][N:19]2[CH3:24]. Reported procedure: According to the procedure of Preparation 13 (c), except substituting 4-chloro-1-methyl-1H-indole-3-carboxaldehyde for the 1,3-dimethyl-1H-indole-2-carboxaldehyde, the title compound (1.75 g, 78%) was obtained as a yellow solid: MS (ES) m/e 209.0 (M+H)+.